Dataset: the Open Reaction Database (ORD), a public repository of structured organic reaction records. Task: describe an organic reaction: reactants, conditions, products, and yield Reactants: Cc1nc(O)c2c(n1)c(C)nn2C, ClP(Cl)(Cl)(Cl)Cl, O=P(Cl)(Cl)Cl. Product: Cc1nc(Cl)c2c(n1)c(C)nn2C. As a reaction SMILES: [CH3:1][n:2]1[n:3][c:4]([CH3:13])[c:5]2[n:6][c:7]([CH3:12])[n:8][c:9]([OH:11])[c:10]12.[Cl:14][P:15]([Cl:16])([Cl:17])([Cl:18])[Cl:19].[P:20]([Cl:21])([Cl:22])([Cl:23])=[O:24]>>[CH3:1][n:2]1[n:3][c:4]([CH3:13])[c:5]2[n:6][c:7]([CH3:12])[n:8][c:9]([Cl:14])[c:10]12.